Dataset: the Open Reaction Database (ORD), a public repository of structured organic reaction records. Task: describe an organic reaction: reactants, conditions, products, and yield Starting materials: COC(=O)C1=CC(=NC(=N1)SC1=CC=C(C=C1)NC(CC)=O)NC=1NN=C(C1)C ([6-methoxycarbonyl-2-(4-propionylamino-phenyl-sulfanyl)-pyrimidin-4-yl]-(5-methyl-2H-pyrazol-3-yl)-amine), [BH4-].[Li+] (lithium borohydride). The solvent is C1CCOC1 (THF). Run at temperature 50 celsius, time 1.5 hour. The product is desired product, OCC1=CC(=NC(=N1)SC1=CC=C(C=C1)NC(CC)=O)NC=1NN=C(C1)C ([6-hydroxymethyl-2-(4-propionylamino-phenyl-sulfanyl)-pyrimidin-4-yl]-(5-methyl-2H-pyrazol-3-yl)-amine). RXN SMILES: C[O:2][C:3]([C:5]1[N:10]=[C:9]([S:11][C:12]2[CH:17]=[CH:16][C:15]([NH:18][C:19](=[O:22])[CH2:20][CH3:21])=[CH:14][CH:13]=2)[N:8]=[C:7]([NH:23][C:24]2[NH:25][N:26]=[C:27]([CH3:29])[CH:28]=2)[CH:6]=1)=O.[BH4-].[Li+]>C1COCC1>[OH:2][CH2:3][C:5]1[N:10]=[C:9]([S:11][C:12]2[CH:13]=[CH:14][C:15]([NH:18][C:19](=[O:22])[CH2:20][CH3:21])=[CH:16][CH:17]=2)[N:8]=[C:7]([NH:23][C:24]2[NH:25][N:26]=[C:27]([CH3:29])[CH:28]=2)[CH:6]=1 |f:1.2|. Reported procedure: To a solution of [6-methoxycarbonyl-2-(4-propionylamino-phenyl-sulfanyl)-pyrimidin-4-yl]-(5-methyl-2H-pyrazol-3-yl)-amine (2 g, 4.85 mmol) in THF (100 mL) is added lithium borohydride (0.32 g, 14.5 mmol). The reaction mixture is stirred at 50° C. for 1.5 hours. The reaction is then quenched with dilute HCl and extracted with ethyl acetate. The organic layer is successively washed with aqueous saturated NaHCO3 and brine, dried over MgSO4 and evaporated. The solid residue is triturated in ethyl ac... The reactants are S(O)(O)(=O)=O (sulfuric acid), ClC1=CC=C(C=C1)CCNC(C(F)(F)F)=O (N-[2-(4-chlorophenyl)ethyl]-2,2,2-trifluoroacetamide), C=O (paraformaldehyde). Run in C(C)(=O)O (acetic acid). Run at time 8 hour. Yields the product ClC1=CC=C2CCN(CC2=C1)C(C(F)(F)F)=O (7-chloro-2-(trifluoroacetyl)-1,2,3,4-tetrahydroisoquinoline). Isolated yield 92.1%. As a reaction SMILES: S(=O)(=O)(O)O.[Cl:6][C:7]1[CH:12]=[CH:11][C:10]([CH2:13][CH2:14][NH:15][C:16](=[O:21])[C:17]([F:20])([F:19])[F:18])=[CH:9][CH:8]=1.[CH2:22]=O>C(O)(=O)C>[Cl:6][C:7]1[CH:8]=[C:9]2[C:10]([CH2:13][CH2:14][N:15]([C:16](=[O:21])[C:17]([F:19])([F:20])[F:18])[CH2:22]2)=[CH:11][CH:12]=1. Procedure: To a mixture of concentrated sulfuric acid (40 mL) and acetic acid (60 mL), N-[2-(4-chlorophenyl)ethyl]-2,2,2-trifluoroacetamide (14.2 g) and paraformaldehyde (2.79 g) were added sequentially and stirred overnight under an argon atmosphere. The reaction mixture was added to ice-cold water, extracted with ethyl acetate, and then washed with saturated aqueous sodium hydrogen carbonate and saturated aqueous sodium chloride. After drying over anhydrous magnesium sulfate, the solvent was distilled of... The reactants are O=C([O-])[O-], CN(C)C=O, O=C(Nc1cn2nc(I)ccc2n1)C1CC1, [K+], [K+], Cc1ccc(O)cc1N. Yields the product Cc1ccc(Oc2ccc3nc(NC(=O)C4CC4)cn3n2)cc1N. As a reaction SMILES: [C:26](=[O:27])([O-:28])[O-:29].[CH3:32][N:33]([CH3:34])[CH:35]=[O:36].[I:1][c:2]1[cH:3][cH:4][c:5]2[n:6]([n:7]1)[cH:8][c:9]([NH:11][C:12](=[O:13])[CH:14]1[CH2:15][CH2:16]1)[n:10]2.[K+:30].[K+:31].[NH2:17][c:18]1[cH:19][c:20]([OH:25])[cH:21][cH:22][c:23]1[CH3:24]>>[c:2]1([O:25][c:20]2[cH:19][c:18]([NH2:17])[c:23]([CH3:24])[cH:22][cH:21]2)[cH:3][cH:4][c:5]2[n:6]([n:7]1)[cH:8][c:9]([NH:11][C:12](=[O:13])[CH:14]1[CH2:15][CH2:16]1)[n:10]2. The reactants are CCCC[N+](CCCC)(CCCC)CCCC.[F-] (TBAF), C(C)(C)(C)OC(N(CC)CCC1=CC(=C(C=C1)Cl)C(O[SiH2]C(C)(C)C)(C)C)=O ({2-[3-(tert-butyl-dimethyl-silanyloxymethyl)-4-chloro-phenyl]-ethyl}-ethyl-carbamic acid tert-butyl ester), CCOC(=O)C (EtOAc). Solvent: C1CCOC1 (THF). Reaction conditions: time 1 hour. Product: C(C)(C)(C)OC(N(CC)CCC1=CC(=C(C=C1)Cl)CO)=O ([2-(4-Chloro-3-hydroxymethyl-phenyl)-ethyl]-ethyl-carbamic acid tert-butyl ester). The yield is 50.4%. Reaction SMILES: CCCC[N+](CCCC)(CCCC)CCCC.[F-].[C:19]([O:23][C:24](=[O:46])[N:25]([CH2:28][CH2:29][C:30]1[CH:35]=[CH:34][C:33]([Cl:36])=[C:32]([C:37](C)(C)[O:38][SiH2]C(C)(C)C)[CH:31]=1)[CH2:26][CH3:27])([CH3:22])([CH3:21])[CH3:20].CCOC(C)=O>C1COCC1>[C:19]([O:23][C:24](=[O:46])[N:25]([CH2:28][CH2:29][C:30]1[CH:35]=[CH:34][C:33]([Cl:36])=[C:32]([CH2:37][OH:38])[CH:31]=1)[CH2:26][CH3:27])([CH3:20])([CH3:21])[CH3:22] |f:0.1|. Procedure details: TBAF (1M in THF, 1.39 mL, 1.39 mmol) was added to a sol. of {2-[3-(tert-butyl-dimethyl-silanyloxymethyl)-4-chloro-phenyl]-ethyl}-ethyl-carbamic acid tert-butyl ester (298 mg, 0.696 mmol) in THF (6.82 mL) at 0° C. The mixture was stirred for 1 h while warming up to rt. EtOAc was added, and the mixture was washed with aq. sat. NH4Cl and brine. The org. layer was dried over MgSO4, filtered, and the solvents were removed under reduced pressure. Purification of the crude by FC (CH2Cl2/MeOH 19:1) yiel...